From a dataset of the Open Reaction Database (ORD), a public repository of structured organic reaction records. describe an organic reaction: reactants, conditions, products, and yield Starting materials: C(C)(C)(C)OC(NC1(CCC1)C1=CC=C(C=C1)C(C(=CN(C)C)C1=CC=CC=C1)=O)=O ({1-[4-(3-Dimethylamino-2-phenyl-acryloyl)-phenyl]-cyclobutyl}-carbamic Acid Tert-butyl Ester), NC=1NC=CN1 (2-aminoimidazole), CC(=O)O (AcOH), CCO (EtOH). The solvent is C(Cl)Cl (DCM). Run at time 8 hour. The product is C(C)(C)(C)OC(NC1(CCC1)C1=CC=C(C=C1)C1=NC=2N(C=C1C1=CC=CC=C1)C=CN2)=O ({1-[4-(6-Phenyl-imidazo[1,2-a]pyrimidin-7-yl)-phenyl]-cyclobutyl}-carbamic Acid Tert-butyl Ester). Isolated yield 93.9%. RXN SMILES: [C:1]([O:5][C:6](=[O:31])[NH:7][C:8]1([C:12]2[CH:17]=[CH:16][C:15]([C:18](=O)[C:19]([C:24]3[CH:29]=[CH:28][CH:27]=[CH:26][CH:25]=3)=[CH:20]N(C)C)=[CH:14][CH:13]=2)[CH2:11][CH2:10][CH2:9]1)([CH3:4])([CH3:3])[CH3:2].[NH2:32][C:33]1[NH:34][CH:35]=[CH:36][N:37]=1.CC(O)=O.CCO>C(Cl)Cl>[C:1]([O:5][C:6](=[O:31])[NH:7][C:8]1([C:12]2[CH:13]=[CH:14][C:15]([C:18]3[C:19]([C:24]4[CH:29]=[CH:28][CH:27]=[CH:26][CH:25]=4)=[CH:20][N:34]4[CH:35]=[CH:36][N:37]=[C:33]4[N:32]=3)=[CH:16][CH:17]=2)[CH2:9][CH2:10][CH2:11]1)([CH3:4])([CH3:2])[CH3:3]. Procedure: Compound 1 (1.2 g, 2.9 mmol) and 2-aminoimidazole (0.77 g 4.3 mmol) were added into a solution of AcOH (2 mL) and EtOH (10 mL). The mixture was heated to reflux and stirred overnight. The solution was cooled to r.t. and diluted with 30 mL of DCM. The organic phase was washed with 0.1N HCl(aq) and brine, dried over anhydrous Na2SO4 and concentrated. The residue was purified by silica gel column chromatography to give 1.2 g of 4-1 as a yellow solid. MS (ESI) m/e (M+H+): 441.3 Reactants: O=C(O)CNC(=O)c1ccc(F)cc1, NC(c1ccccc1)c1ccccc1. Product: O=C(CNC(=O)c1ccc(F)cc1)NC(c1ccccc1)c1ccccc1. RXN SMILES: [F:1][c:2]1[cH:3][cH:4][c:5]([C:6](=[O:7])[NH:8][CH2:9][C:10](=[O:11])[OH:12])[cH:13][cH:14]1.[c:15]1([CH:21]([c:22]2[cH:23][cH:24][cH:25][cH:26][cH:27]2)[NH2:28])[cH:16][cH:17][cH:18][cH:19][cH:20]1>>[F:1][c:2]1[cH:3][cH:4][c:5]([C:6](=[O:7])[NH:8][CH2:9][C:10](=[O:12])[NH:28][CH:21]([c:15]2[cH:16][cH:17][cH:18][cH:19][cH:20]2)[c:22]2[cH:23][cH:24][cH:25][cH:26][cH:27]2)[cH:13][cH:14]1. Reactants: O=C([O-])O, ClC(Cl)Cl, O=C(Cl)C(=O)Cl, [Na+], CN(C)C=O, Cc1n[nH]c2ncnc(O)c12. Yields the product Cc1n[nH]c2ncnc(Cl)c12. RXN SMILES: [C:23](=[O:24])([OH:25])[O-:26].[CH:28]([Cl:29])([Cl:30])[Cl:31].[Cl:12][C:13]([C:14]([Cl:15])=[O:16])=[O:17].[Na+:27].[O:18]=[CH:19][N:20]([CH3:21])[CH3:22].[OH:1][c:2]1[c:3]2[c:4]([n:5][cH:6][n:7]1)[nH:8][n:9][c:10]2[CH3:11]>>[c:2]1([Cl:12])[c:3]2[c:4]([n:5][cH:6][n:7]1)[nH:8][n:9][c:10]2[CH3:11]. The reactants are CC1=CC(=CC(=N1)OS(=O)(=O)C(F)(F)F)C=1C=NC(=CC1)C(F)(F)F (trifluoro-methanesulfonic acid 6′-methyl-6-trifluoromethyl-[3,4′]bipyridinyl-2′-yl ester), BrC=1C=C(C=CC1)B(O)O (3-bromo-benzene-boronic acid). Yields the product BrC=1C=C(C=CC1)C1=CC(=CC(=N1)C)C=1C=NC(=CC1)C(F)(F)F (6′-(3-Bromo-phenyl)-2′-methyl-6-trifluoromethyl-[3,4′]bipyridinyl), solid. The yield is 88.0%. Reaction SMILES: [CH3:1][C:2]1[N:7]=[C:6](OS(C(F)(F)F)(=O)=O)[CH:5]=[C:4]([C:16]2[CH:17]=[N:18][C:19]([C:22]([F:25])([F:24])[F:23])=[CH:20][CH:21]=2)[CH:3]=1.[Br:26][C:27]1[CH:28]=[C:29](B(O)O)[CH:30]=[CH:31][CH:32]=1>>[Br:26][C:27]1[CH:28]=[C:29]([C:6]2[N:7]=[C:2]([CH3:1])[CH:3]=[C:4]([C:16]3[CH:17]=[N:18][C:19]([C:22]([F:24])([F:25])[F:23])=[CH:20][CH:21]=3)[CH:5]=2)[CH:30]=[CH:31][CH:32]=1. Procedure: The title compound was prepared from trifluoro-methanesulfonic acid 6′-methyl-6-trifluoromethyl-[3,4′]bipyridinyl-2′-yl ester (example A.5) (0.773 g, 2.0 mmol) and commercially available 3-bromo-benzene-boronic acid (0.43 g, 2.1 mmol) according to the general procedure IIb. Obtained as a white solid (0.69 g, 88%). MS (ISP) 393.1 [(M+H)+] and 395.1 [(M+2+H)+]. The reactants are ice, NC1CN(CC12CCC2)[C@H](C)C2=CC=CC=C2 (8-amino-6-[1-(R)-phenylethyl]-6-azaspiro[3.4]octane), C(C)(C)(C)OC(=O)NC(C#N)C1=CC=CC=C1 (2-(tertbutoxycarbonylamino)-2-phenylacetonitrile). Run in O1CCCC1 (tetrahydrofuran). Reaction conditions: time 30 minute. Product: C(C)(C)(C)OC(=O)C1CN(CC12CCC2)[C@H](C)C2=CC=CC=C2 (8-tert-butoxycarbonyl-6-[1-(R)-phenylethyl]-6-azaspiro[3.4]octane). Yield: 103.2%. As a reaction SMILES: N[CH:2]1[C:6]2([CH2:9][CH2:8][CH2:7]2)[CH2:5][N:4]([C@@H:10]([C:12]2[CH:17]=[CH:16][CH:15]=[CH:14][CH:13]=2)[CH3:11])[CH2:3]1.[C:18]([O:22][C:23](NC(C1C=CC=CC=1)C#N)=[O:24])([CH3:21])([CH3:20])[CH3:19]>O1CCCC1>[C:18]([O:22][C:23]([CH:2]1[C:6]2([CH2:9][CH2:8][CH2:7]2)[CH2:5][N:4]([C@@H:10]([C:12]2[CH:17]=[CH:16][CH:15]=[CH:14][CH:13]=2)[CH3:11])[CH2:3]1)=[O:24])([CH3:21])([CH3:20])[CH3:19]. Reported procedure: To an ice-cooled solution of 2.9 g of 8-amino-6-[1-(R)-phenylethyl]-6-azaspiro[3.4]octane in 30 ml of tetrahydrofuran there was added 3.3 g of 2-(tertbutoxycarbonylamino)-2-phenylacetonitrile and the resulting mixture was stirred at room temperature for 30 min. The solvent was removed under reduced pressure, and ethyl acetate was added to the resulting residue. The mixture was washed with a 1N sodium hydroxide aqueous solution three times and then dried. The solvent was removed under reduced pre...